Dataset: the Open Reaction Database (ORD), a public repository of structured organic reaction records. Task: describe an organic reaction: reactants, conditions, products, and yield Yields the product C(CCCCC)=C1C(N(C(S1)=O)CCCCSC1=CC=CC=2N1C=CN2)=O (5-hexylidene-3-[4-(imidazo[1,2-a]pyridin-5-ylthio)butyl]thiazolidine-2,4-dione). As a reaction SMILES: [N:1]1[CH:2]=[CH:3][N:4]2[C:9]([S:10][CH2:11][CH2:12][CH2:13][CH2:14][N:15]3[C:19](=[O:20])[CH2:18][S:17][C:16]3=[O:21])=[CH:8][CH:7]=[CH:6][C:5]=12.[CH:22](=O)[CH2:23][CH2:24][CH2:25][CH2:26][CH3:27].N1CCCCC1>C(O)C>[CH:22](=[C:18]1[S:17][C:16](=[O:21])[N:15]([CH2:14][CH2:13][CH2:12][CH2:11][S:10][C:9]2[N:4]3[CH:3]=[CH:2][N:1]=[C:5]3[CH:6]=[CH:7][CH:8]=2)[C:19]1=[O:20])[CH2:23][CH2:24][CH2:25][CH2:26][CH3:27]. Procedure: To a solution of 1.61 g (5.0 mmol) of 3-[4-(imidazo[1,2-a]pyridin-5-ylthio)butyl]thiazolidine-2,4-dione and 0.501 g (5.0 mmol) of 1-hexanal in 20 ml of ethanol, 0.05 ml (0.5 mmol) of piperidine was added, followed by refluxing for 2 hours. After the reaction mixture was cooled, the solvent was distilled off. The residue was dissolved in dichloromethane, washed with water and dried, after which the solvent was distilled off. The residue was purified by column chromatography (eluent, n-hexane/ethy... Run in C(C)O (ethanol). The reactants are N=1C=CN2C1C=CC=C2SCCCCN2C(SCC2=O)=O (3-[4-(imidazo[1,2-a]pyridin-5-ylthio)butyl]thiazolidine-2,4-dione), C(CCCCC)=O (1-hexanal), N1CCCCC1 (piperidine). Reactants: N1CCC(CC1)CO (4-piperidine methanol), ClC1=C2CNC(C2=C(C=C1OCCCCl)C=1N(C2=CC=C(C=C2C1)CN1CCCCC1)C(=O)OC(C)(C)C)=O (4-chloro-5-(3-chloropropoxy)-7-[1-(tert-butoxycarbonyl)-5-(piperidin-1-ylmethyl)indol-2-yl]isoindolinone), O (water). Run in CN(C(C)=O)C (N,N-dimethylacetoamide). Product: ClC1=C2CNC(C2=C(C=C1OCCCN1CCC(CC1)CO)C=1N(C2=CC=C(C=C2C1)CN1CCCCC1)C(=O)OC(C)(C)C)=O (4-chloro-5-[3-(4-hydroxymethylpiperidin-1-yl)propoxy]-7-[1-(tert-butoxycarbonyl)-5-(piperidin-1-ylmethyl)indol-2-yl]isoindolinone). The yield is 78.8%. As a reaction SMILES: [Cl:1][C:2]1[C:10]([O:11][CH2:12][CH2:13][CH2:14]Cl)=[CH:9][C:8]([C:16]2[N:17]([C:32]([O:34][C:35]([CH3:38])([CH3:37])[CH3:36])=[O:33])[C:18]3[C:23]([CH:24]=2)=[CH:22][C:21]([CH2:25][N:26]2[CH2:31][CH2:30][CH2:29][CH2:28][CH2:27]2)=[CH:20][CH:19]=3)=[C:7]2[C:3]=1[CH2:4][NH:5][C:6]2=[O:39].[NH:40]1[CH2:45][CH2:44][CH:43]([CH2:46][OH:47])[CH2:42][CH2:41]1.O>CN(C)C(=O)C>[Cl:1][C:2]1[C:10]([O:11][CH2:12][CH2:13][CH2:14][N:40]2[CH2:45][CH2:44][CH:43]([CH2:46][OH:47])[CH2:42][CH2:41]2)=[CH:9][C:8]([C:16]2[N:17]([C:32]([O:34][C:35]([CH3:38])([CH3:37])[CH3:36])=[O:33])[C:18]3[C:23]([CH:24]=2)=[CH:22][C:21]([CH2:25][N:26]2[CH2:27][CH2:28][CH2:29][CH2:30][CH2:31]2)=[CH:20][CH:19]=3)=[C:7]2[C:3]=1[CH2:4][NH:5][C:6]2=[O:39]. Procedure: In a similar manner to Step 2 of Example 440, 4-chloro-5-(3-chloropropoxy)-7-[1-(tert-butoxycarbonyl)-5-(piperidin-1-ylmethyl)indol-2-yl]isoindolinone (97.6 mg, 0.170 mmol) was dissolved in N,N-dimethylacetoamide (1.0 mL), and the solution was treated with 4-piperidine methanol (0.196 mL, 1.70 mmol). The reaction mixture was added with water. The obtained solid was collected by filtration and washed with water, followed by drying under reduced pressure to obtain 4-chloro-5-[3-(4-hydroxymethylpip... Reactants: C(C)(C)(C)OC(=O)N1CCC(C2=CC=C(C=C12)C(CCCCC)CO)(C)C (7-(1-hydroxymethyl-hexyl)-4,4-dimethyl-3,4-dihydro-2H-quinoline-1-carboxylic acid tert-butyl ester), [Cr](=O)(=O)([O-])Cl.[NH+]1=CC=CC=C1 (pyridinium chlorochromate). The solvent is ClCCl (dichloromethane), ClCCl (dichloromethane), CCOCC (ether). Conditions: time 6 hour. Product: C(C)(C)(C)OC(=O)N1CCC(C2=CC=C(C=C12)C(CCCCC)C=O)(C)C (7-(l-formyl-hexyl)-4,4-dimethyl-3,4-dihydro-2H-quinoline-1-carboxylic acid tert-butyl ester). Isolated yield 72.1%. As a reaction SMILES: [C:1]([O:5][C:6]([N:8]1[C:17]2[C:12](=[CH:13][CH:14]=[C:15]([CH:18]([CH2:24][OH:25])[CH2:19][CH2:20][CH2:21][CH2:22][CH3:23])[CH:16]=2)[C:11]([CH3:27])([CH3:26])[CH2:10][CH2:9]1)=[O:7])([CH3:4])([CH3:3])[CH3:2].[Cr](Cl)([O-])(=O)=O.[NH+]1C=CC=CC=1>ClCCl.CCOCC>[C:1]([O:5][C:6]([N:8]1[C:17]2[C:12](=[CH:13][CH:14]=[C:15]([CH:18]([CH:24]=[O:25])[CH2:19][CH2:20][CH2:21][CH2:22][CH3:23])[CH:16]=2)[C:11]([CH3:26])([CH3:27])[CH2:10][CH2:9]1)=[O:7])([CH3:4])([CH3:3])[CH3:2] |f:1.2|. Reported procedure: A solution of 7-(1-hydroxymethyl-hexyl)-4,4-dimethyl-3,4-dihydro-2H-quinoline-1-carboxylic acid tert-butyl ester (1.27 g, 3.38 mmole) in 10 mL of dichloromethane was added to a suspension of 1.1 g of pyridinium chlorochromate in 15 mL of dichloromethane. The reaction mixture was stirred at room temperature for 6 hours, diluted with 50 mL of ether and filtered through a pad of Celite. The volatiles were removed in vacuo to give a brown oil. The product was purified by flash chromatography (SiO2, ... Reactants: CC1=C2CCC(C2=C(C(=C1)[N+](=O)[O-])O)=O (4-methyl-6-nitro-7-hydroxy-1-indanone), C(C)(=O)O (acetic acid). Reagents/catalysts: [C].[Pd] (palladium carbon). Product: CC1=C2CCC(C2=C(C(=C1)NC(C)=O)O)=O (4-methyl-6-acetamido-7-hydroxy-1-indanone). Reaction SMILES: [CH3:1][C:2]1[CH:10]=[C:9]([N+:11]([O-])=O)[C:8]([OH:14])=[C:7]2[C:3]=1[CH2:4][CH2:5][C:6]2=[O:15].[C:16](O)(=[O:18])[CH3:17]>[C].[Pd]>[CH3:1][C:2]1[CH:10]=[C:9]([NH:11][C:16](=[O:18])[CH3:17])[C:8]([OH:14])=[C:7]2[C:3]=1[CH2:4][CH2:5][C:6]2=[O:15] |f:2.3|. Reported procedure: Into a solution of 11.5 g of 4-methyl-6-nitro-7-hydroxy-1-indanone in 500 ml of acetic acid was added 1.5 g of 5% palladium carbon, then the mixture was subjected to a catalytic hydrogenation under an atmospheric pressure at a room temperature. The catalyst was removed by filtration and the solvent was removed by evaporation. The residue obtained was washed with ether and was recrystallized from methanol to obtain 6.34 g of 4-methyl-6-acetamido-7-hydroxy-1-indanone. Starting materials: CC#N, CN(C)c1ccncc1, S=C(Cl)Oc1ccccc1, Cc1cc(-c2nnn(C)n2)cc(C)c1OCCCn1ncnc1CO. The product is Cc1cc(-c2nnn(C)n2)cc(C)c1OCCCn1ncnc1COC(=S)Oc1ccccc1. Reaction SMILES: [CH3:36][C:37]#[N:38].[CH3:39][N:40]([c:41]1[cH:42][cH:43][n:44][cH:45][cH:46]1)[CH3:47].[Cl:26][C:27](=[S:28])[O:29][c:30]1[cH:31][cH:32][cH:33][cH:34][cH:35]1.[OH:1][CH2:2][c:3]1[n:4][cH:5][n:6][n:7]1[CH2:8][CH2:9][CH2:10][O:11][c:12]1[c:13]([CH3:25])[cH:14][c:15](-[c:19]2[n:20][n:21][n:22]([CH3:24])[n:23]2)[cH:16][c:17]1[CH3:18]>>[O:1]([CH2:2][c:3]1[n:4][cH:5][n:6][n:7]1[CH2:8][CH2:9][CH2:10][O:11][c:12]1[c:13]([CH3:25])[cH:14][c:15](-[c:19]2[n:20][n:21][n:22]([CH3:24])[n:23]2)[cH:16][c:17]1[CH3:18])[C:27](=[S:28])[O:29][c:30]1[cH:31][cH:32][cH:33][cH:34][cH:35]1. Starting materials: FC=1C=C(N)C=CC1 (3-fluoroaniline), N1N=CC2=CC(=CC=C12)S(=O)(=O)Cl ((1H-indazol-5-yl)sulfonyl chloride), O (water), C(C)(=O)OCC (ethyl acetate). Run in N1=CC=CC=C1 (pyridine). Conditions: temperature 0 celsius, time 18 hour. The product is FC=1C=C(C=CC1)NS(=O)(=O)C=1C=C2C=NNC2=CC1 (N-(3-fluorophenyl)-(1H-indazol-5-yl)sulfonamide). RXN SMILES: [F:1][C:2]1[CH:3]=[C:4]([CH:6]=[CH:7][CH:8]=1)[NH2:5].[NH:9]1[C:17]2[C:12](=[CH:13][C:14]([S:18](Cl)(=[O:20])=[O:19])=[CH:15][CH:16]=2)[CH:11]=[N:10]1.C(OCC)(=O)C.O>N1C=CC=CC=1>[F:1][C:2]1[CH:3]=[C:4]([NH:5][S:18]([C:14]2[CH:13]=[C:12]3[C:17](=[CH:16][CH:15]=2)[NH:9][N:10]=[CH:11]3)(=[O:20])=[O:19])[CH:6]=[CH:7][CH:8]=1. Procedure: N-(3-Fluorophenyl)-(1H-indazol-5-yl)sulfonamide can be obtained in the following way: 0.98 ml of 3-fluoroaniline is added dropwise to a solution, cooled to a temperature in the region of 0° C., of 2.57 g of (1H-indazol-5-yl)sulfonyl chloride in 40 ml of pyridine. Stirring is maintained for 2 hours at a temperature in the region of 0° C. and then for 18 hours at a temperature in the region of 20° C. The medium is concentrated by evaporation under reduced pressure, and the residue obtained is take... Starting materials: CN1C(NC2=C1C=CC(=C2)[N+](=O)[O-])=S (1-Methyl-5-nitro-1,3-dihydro-benzoimidazole-2-thione), O=S(Cl)Cl (SOCl2). The solvent is ice water. The product is ClC1=NC2=C(N1C)C=CC(=C2)[N+](=O)[O-] (2-Chloro-1-methyl-5-nitro-1H-benzoimidazole). Reaction SMILES: [CH3:1][N:2]1[C:6]2[CH:7]=[CH:8][C:9]([N+:11]([O-:13])=[O:12])=[CH:10][C:5]=2[NH:4][C:3]1=S.O=S(Cl)[Cl:17]>>[Cl:17][C:3]1[N:2]([CH3:1])[C:6]2[CH:7]=[CH:8][C:9]([N+:11]([O-:13])=[O:12])=[CH:10][C:5]=2[N:4]=1. Procedure details: The compound 1-Methyl-5-nitro-1,3-dihydro-benzoimidazole-2-thione (5.8 g, 27.9 mmol) was heated to reflux with SOCl2 (30 ml) overnight. The reaction mixture was cooled to room temperature and poured into 300 ml of ice water and extracted with CH2Cl2. The organic layers was washed with 10% NaHCO3 water solution, brine, dried over Na2SO4 and concentrated to give the title compound as a yellow solid. MS (ESI) m/z=212 [M+H].